From a dataset of the Open Reaction Database (ORD), a public repository of structured organic reaction records. describe an organic reaction: reactants, conditions, products, and yield The reactants are OCc1ccccc1Oc1ccccc1, O=S(Cl)Cl, c1ccccc1. The product is ClCc1ccccc1Oc1ccccc1. Reaction SMILES: [O:1]([c:2]1[cH:3][cH:4][cH:5][cH:6][cH:7]1)[c:8]1[c:9]([CH2:10][OH:11])[cH:12][cH:13][cH:14][cH:15]1.[S:16]([Cl:17])([Cl:18])=[O:19].[cH:20]1[cH:21][cH:22][cH:23][cH:24][cH:25]1>>[O:1]([c:2]1[cH:3][cH:4][cH:5][cH:6][cH:7]1)[c:8]1[c:9]([CH2:10][Cl:18])[cH:12][cH:13][cH:14][cH:15]1. Reactants: [BH4-], O=C(OCc1ccccc1)N1CCC(N(Cc2ccnc3ccccc23)C(=O)C(F)(F)F)CC1Cc1ccccc1, [Na+]. Product: O=C(OCc1ccccc1)N1CCC(NCc2ccnc3ccccc23)CC1Cc1ccccc1. As a reaction SMILES: [BH4-:42].[CH2:1]([c:2]1[cH:3][cH:4][cH:5][cH:6][cH:7]1)[CH:8]1[N:9]([C:32](=[O:33])[O:34][CH2:35][c:36]2[cH:37][cH:38][cH:39][cH:40][cH:41]2)[CH2:10][CH2:11][CH:12]([N:14]([C:15](=[O:16])[C:17]([F:18])([F:19])[F:20])[CH2:21][c:22]2[cH:23][cH:24][n:25][c:26]3[cH:27][cH:28][cH:29][cH:30][c:31]23)[CH2:13]1.[Na+:43]>>[CH2:1]([c:2]1[cH:3][cH:4][cH:5][cH:6][cH:7]1)[CH:8]1[N:9]([C:32](=[O:33])[O:34][CH2:35][c:36]2[cH:37][cH:38][cH:39][cH:40][cH:41]2)[CH2:10][CH2:11][CH:12]([NH:14][CH2:21][c:22]2[cH:23][cH:24][n:25][c:26]3[cH:27][cH:28][cH:29][cH:30][c:31]23)[CH2:13]1. The reactants are CCOC(=O)c1ncn(CC(C)C)c1-c1ccccc1Br, CO, [K+], [Na+], [OH-], O, O=S(=O)([O-])O. Yields the product CC(C)Cn1cnc(C(=O)O)c1-c1ccccc1Br. Reaction SMILES: [CH2:1]([CH3:2])[O:3][C:4](=[O:5])[c:6]1[n:7][cH:8][n:9]([CH2:18][CH:19]([CH3:20])[CH3:21])[c:10]1-[c:11]1[c:12]([Br:17])[cH:13][cH:14][cH:15][cH:16]1.[CH3:31][OH:32].[K+:29].[Na+:23].[OH-:22].[OH2:30].[S:24](=[O:25])(=[O:26])([OH:27])[O-:28]>>[O:3]=[C:4]([OH:5])[c:6]1[n:7][cH:8][n:9]([CH2:18][CH:19]([CH3:20])[CH3:21])[c:10]1-[c:11]1[c:12]([Br:17])[cH:13][cH:14][cH:15][cH:16]1. Reactants: C#Cc1nnn(-c2cc(Cl)ccc2NS(=O)(=O)c2ccc(C(C)(C)C)cc2)c1C, CCO, c1c[nH]nn1. Product: CCc1nnn(-c2cc(Cl)ccc2NS(=O)(=O)c2ccc(C(C)(C)C)cc2)c1C. As a reaction SMILES: [C:1]([CH3:2])([CH3:3])([CH3:4])[c:5]1[cH:6][cH:7][c:8]([S:11](=[O:12])(=[O:13])[NH:14][c:15]2[c:16](-[n:22]3[n:23][n:24][c:25]([C:28]#[CH:29])[c:26]3[CH3:27])[cH:17][c:18]([Cl:21])[cH:19][cH:20]2)[cH:9][cH:10]1.[CH3:35][CH2:36][OH:37].[nH:30]1[cH:31][cH:32][n:33][n:34]1>>[C:1]([CH3:2])([CH3:3])([CH3:4])[c:5]1[cH:6][cH:7][c:8]([S:11](=[O:12])(=[O:13])[NH:14][c:15]2[c:16](-[n:22]3[n:23][n:24][c:25]([CH2:28][CH3:29])[c:26]3[CH3:27])[cH:17][c:18]([Cl:21])[cH:19][cH:20]2)[cH:9][cH:10]1. Starting materials: CC(C)[O-], ClC(Cl)Cl, Cc1cc(C)c(C(=O)NNS(=O)(=O)c2ccccc2)c(N)n1, [Na+], [Na+], O=C([O-])[O-], O, OCCO. Yields the product Cc1cc(C)c(C=O)c(N)n1. Reaction SMILES: [CH:1]([O-:2])([CH3:3])[CH3:4].[CH:38]([Cl:39])([Cl:40])[Cl:41].[NH2:5][c:6]1[c:7]([C:8](=[O:9])[NH:10][NH:11][S:12]([c:13]2[cH:14][cH:15][cH:16][cH:17][cH:18]2)(=[O:19])=[O:20])[c:21]([CH3:26])[cH:22][c:23]([CH3:25])[n:24]1.[Na+:31].[Na+:32].[O-:33][C:34](=[O:35])[O-:36].[OH2:37].[OH:27][CH2:28][CH2:29][OH:30]>>[NH2:5][c:6]1[c:7]([CH:8]=[O:9])[c:21]([CH3:26])[cH:22][c:23]([CH3:25])[n:24]1. Starting materials: N1(N=CN=C1)C1=CC=C(C=C1)NC(=O)C1(CCCC1)N (N-(4-(1H-1,2,4-triazol-1-yl)phenyl)-1-aminocyclopentanecarboxamide), O1C=NC=C1C1=CC=C(C=C1)N (4-(oxazol-5-yl)benzenamine), amine. The product is NC1(CCCC1)C(=O)NC1=CC=C(C=C1)C1=CN=CO1 (1-amino-N-(4-(oxazol-5-yl)phenyl)cyclopentanecarboxamide). RXN SMILES: N1([C:6]2[CH:11]=[CH:10][C:9]([NH:12][C:13]([C:15]3([NH2:20])[CH2:19][CH2:18][CH2:17][CH2:16]3)=[O:14])=[CH:8][CH:7]=2)C=NC=N1.[O:21]1[C:25](C2C=CC(N)=CC=2)=[CH:24][N:23]=[CH:22]1>>[NH2:20][C:15]1([C:13]([NH:12][C:9]2[CH:8]=[CH:7][C:6]([C:25]3[O:21][CH:22]=[N:23][CH:24]=3)=[CH:11][CH:10]=2)=[O:14])[CH2:16][CH2:17][CH2:18][CH2:19]1. Procedure: The title compound was prepared as described above for N-(4-(1H-1,2,4-triazol-1-yl)phenyl)-1-aminocyclopentanecarboxamide using 4-(oxazol-5-yl)benzenamine as the amine counterpart. LCMS: m/e 272 (M+H)+, ret time 1.03 min, column 3, 2 minute gradient.